Dataset: the Open Reaction Database (ORD), a public repository of structured organic reaction records. Task: describe an organic reaction: reactants, conditions, products, and yield Reactants: C(=O)(OC(C)(C)C)N(C1=NC(=CC(=N1)C1=C(C=NC=C1)NC(OCC1=CC=CC=C1)=O)C)C(=O)OC(C)(C)C (benzyl 4-(2-(di-BOC-amino)-6-methylpyrimidin-4-yl)pyridin-3-ylcarbamate). Reagents/catalysts: [Pd] (Pd/C). Solvent: CCOC(=O)C (EtOAc). Product: NC=1C=NC=CC1C1=NC(=NC(=C1)C)N(C(=O)OC(C)(C)C)C(=O)OC(C)(C)C (4-(3-aminopyridin-4-yl)-N,N-di-BOC-6-methylpyrimidin-2-amine). Yield: 90.0%. Reaction SMILES: [C:1]([N:8]([C:33]([O:35][C:36]([CH3:39])([CH3:38])[CH3:37])=[O:34])[C:9]1[N:14]=[C:13]([C:15]2[CH:20]=[CH:19][N:18]=[CH:17][C:16]=2[NH:21]C(=O)OCC2C=CC=CC=2)[CH:12]=[C:11]([CH3:32])[N:10]=1)([O:3][C:4]([CH3:7])([CH3:6])[CH3:5])=[O:2]>CCOC(C)=O.[Pd]>[NH2:21][C:16]1[CH:17]=[N:18][CH:19]=[CH:20][C:15]=1[C:13]1[CH:12]=[C:11]([CH3:32])[N:10]=[C:9]([N:8]([C:33]([O:35][C:36]([CH3:39])([CH3:38])[CH3:37])=[O:34])[C:1]([O:3][C:4]([CH3:6])([CH3:7])[CH3:5])=[O:2])[N:14]=1. Reported procedure: Method 26 was followed using benzyl 4-(2-(di-BOC-amino)-6-methylpyrimidin-4-yl)pyridin-3-ylcarbamate (1.0 equiv.), Pd/C (20% by weight) in EtOAc yielding 4-(3-aminopyridin-4-yl)-N,N-di-BOC-6-methylpyrimidin-2-amine in 90% yield. LCMS (m/z): 402.3 (MH+); LC Rt=3.0 min. Starting materials: CC1=C2C=CC3=C(C2=C[N+]4=C1C5=CC(=C(C=C5CC4)OC)OC)OCO3.[Cl-].CC1=C2C=CC3=C(C2=C[N+]4=C1C5=CC(=C(C=C5CC4)OC)O)OCO3 (dehydrocavidine dehydroapocavidine), [O-2].[Al+3].[O-2].[O-2].[Al+3] (aluminum oxide), [O-2].[Al+3].[O-2].[O-2].[Al+3] (aluminum oxide). The product is CC1=C2C=CC3=C(C2=C[N+]4=C1C5=CC(=C(C=C5CC4)OC)OC)OCO3.[Cl-] (dehydrocavidine). The yield is 24.3%. Reaction SMILES: [CH3:1][C:2]1[C:11]2[C:12]3[C:17]([CH2:18][CH2:19][N+:10]=2[CH:9]=[C:8]2[C:3]=1[CH:4]=[CH:5][C:6]1[O:26][CH2:25][O:24][C:7]=12)=[CH:16][C:15]([O:20][CH3:21])=[C:14]([O:22][CH3:23])[CH:13]=3.[Cl-:27].CC1C2C3C(CC[N+]=2C=C2C=1C=CC1OCOC=12)=CC(OC)=C(O)C=3.[O-2].[Al+3].[O-2].[O-2].[Al+3]>>[CH3:1][C:2]1[C:11]2[C:12]3[C:17]([CH2:18][CH2:19][N+:10]=2[CH:9]=[C:8]2[C:3]=1[CH:4]=[CH:5][C:6]1[O:26][CH2:25][O:24][C:7]=12)=[CH:16][C:15]([O:20][CH3:21])=[C:14]([O:22][CH3:23])[CH:13]=3.[Cl-:27] |f:0.1.2,3.4.5.6.7,8.9|. Reported procedure: 10 g of the dehydrocavidine-dehydroapocavidine composition obtained from the above step is mixed with 40 g of the aluminum oxide, and are then added to the top of an aluminum oxide column, and a gradient elution is employed with a solvent system of petroleum ether: ethyl acetate (1:8˜1:15) accompanied by TLC tracking. The eluate containing dehydrocavidine is combined and then is concentrated by decompression to constant weight, resulting in a 1.3 g dehydrocavidine compound and a 1.9 g dehydroapo...